This data is from the Open Reaction Database (ORD), a public repository of structured organic reaction records. The task is: describe an organic reaction: reactants, conditions, products, and yield Starting materials: [BH4-], CCOC(=O)C(Cc1ccc(C(C)(C)C)cc1)C(=O)c1cccc(Cl)c1, CCOCC, [Cl-], [Cl-], Cl, [Na+], O, [Zn+2]. Product: CCOC(=O)C(Cc1ccc(C(C)(C)C)cc1)C(O)c1cccc(Cl)c1. RXN SMILES: [BH4-:1].[C:3]([CH3:4])([CH3:5])([CH3:6])[c:7]1[cH:8][cH:9][c:10]([CH2:11][CH:12]([C:13](=[O:14])[O:15][CH2:16][CH3:17])[C:18](=[O:19])[c:20]2[cH:21][c:22]([Cl:26])[cH:23][cH:24][cH:25]2)[cH:27][cH:28]1.[CH3:31][CH2:32][O:33][CH2:34][CH3:35].[Cl-:36].[Cl-:38].[ClH:29].[Na+:2].[OH2:30].[Zn+2:37]>>[C:3]([CH3:4])([CH3:5])([CH3:6])[c:7]1[cH:8][cH:9][c:10]([CH2:11][CH:12]([C:13](=[O:14])[O:15][CH2:16][CH3:17])[CH:18]([OH:19])[c:20]2[cH:21][c:22]([Cl:26])[cH:23][cH:24][cH:25]2)[cH:27][cH:28]1.